The task is: describe an organic reaction: reactants, conditions, products, and yield. This data is from the Open Reaction Database (ORD), a public repository of structured organic reaction records. Yields the product CCOC(=O)C=Cc1ccccc1. The reactants are CCCCCC, [Pd], CCOC(=O)C#Cc1ccccc1, c1ccc2ncccc2c1. Reaction SMILES: [CH3:24][CH2:25][CH2:26][CH2:27][CH2:28][CH3:29].[Pd:30].[c:1]1([C:7]#[C:8][C:9](=[O:10])[O:11][CH2:12][CH3:13])[cH:2][cH:3][cH:4][cH:5][cH:6]1.[cH:14]1[cH:15][c:16]2[c:17]([n:18][cH:19][cH:20][cH:21]2)[cH:22][cH:23]1>>[c:1]1([CH:7]=[CH:8][C:9](=[O:10])[O:11][CH2:12][CH3:13])[cH:2][cH:3][cH:4][cH:5][cH:6]1. Reactants: C1(=CC=CC=C1)C(C#N)C (2-phenylpropionitrile), C1CCOC1 (THF), C[Si](C)(C)[N-][Si](C)(C)C.[Na+] (sodium bis(trimethylsilyl)amide), C(C)I (ethyl iodide). Solvent: CS(=O)C (DMSO), O (water). Run at temperature 0 celsius, time 15 minute. The product is CC(C#N)(CC)C1=CC=CC=C1 (2-methyl-2-phenylbutyronitrile). As a reaction SMILES: [C:1]1([CH:7]([CH3:10])[C:8]#[N:9])[CH:6]=[CH:5][CH:4]=[CH:3][CH:2]=1.[CH2:11]1COC[CH2:12]1.C[Si]([N-][Si](C)(C)C)(C)C.[Na+].C(I)C>CS(C)=O.O>[CH3:10][C:7]([C:1]1[CH:6]=[CH:5][CH:4]=[CH:3][CH:2]=1)([CH2:11][CH3:12])[C:8]#[N:9] |f:2.3|. Procedure: To a solution of 2-phenylpropionitrile (5 g, 38 mmol) in 50 mL of DMSO was added 42 mL of 1 M THF solution of sodium bis(trimethylsilyl)amide (NaHMDS). After 15 minutes, the reaction was cooled to 0° C. and 4.6 mL of ethyl iodide was added. The reaction was then stirred for 30 minutes. As TLC showed the reaction was complete, the reaction mixture was poured into water and extracted with diethyl ether. The organics were combined, washed four times with water, washed with brine, dried over magnesi... Reaction SMILES: [CH3:1][O:2][C:3]1[CH:19]=[C:18]([O:20][CH3:21])[CH:17]=[CH:16][C:4]=1[C:5](=[N:14]O)[C:6]1[CH:11]=[CH:10][CH:9]=[CH:8][C:7]=1[O:12][CH3:13].N.C([O-])(=O)C.[NH4+]>C(O)C.C(OCC)(=O)C.[Zn]>[CH3:1][O:2][C:3]1[CH:19]=[C:18]([O:20][CH3:21])[CH:17]=[CH:16][C:4]=1[CH:5]([NH2:14])[C:6]1[CH:11]=[CH:10][CH:9]=[CH:8][C:7]=1[O:12][CH3:13] |f:2.3|. Procedure details: 2,2′,4-Trimethoxybenzophenone oxime (6 g, 20.9 mmol) is dissolved in ethanol (30 ml) and concentrated aqueous ammonia (150 ml). Ammonium acetate (0.81 g, 10.45 mmol) is added, followed by zinc powder (6.79 g, 104 mmol). The reaction is heated to reflux for 4 hours, cooled to ambient temperature, diluted with ethyl acetate and filtered through a Celite™ filter. Evaporation affords the title compound. δH 3.78 (s 3H), 3.80 (s 3H), 3.82 (s 3H), 5.62 (s 3H), 6.40-6.50 (m 2H), 6.85-9.95 (m 2H), 7.10 (... Product: COC1=C(C=CC(=C1)OC)C(C1=C(C=CC=C1)OC)N (C-(2,4-Dimethoxyphenyl)-C-(2-methoxyphenyl)methylamine). The reagents and catalysts are [Zn] (zinc). The reactants are C(C)(=O)[O-].[NH4+] (Ammonium acetate), N (ammonia), COC1=C(C(C2=C(C=CC=C2)OC)=NO)C=CC(=C1)OC (2,2′,4-Trimethoxybenzophenone oxime). The solvent is C(C)(=O)OCC (ethyl acetate), C(C)O (ethanol). Reactants: CN(C)C=O, COc1ccccc1C(C)C(=O)N1CC2CC(COS(=O)(=O)c3ccc(C)cc3)CC(O)(c3ccccc3OC)C2C1, [N-]=[N+]=[N-], [Na+], O. Product: COc1ccccc1C(C)C(=O)N1CC2CC(CN=[N+]=[N-])CC(O)(c3ccccc3OC)C2C1. RXN SMILES: [CH3:47][N:48]([CH3:49])[CH:50]=[O:51].[CH3:5][O:6][c:7]1[c:8]([C:13]2([OH:46])[CH:14]3[CH2:15][N:16]([C:34]([CH:35]([CH3:36])[c:37]4[c:38]([O:43][CH3:44])[cH:39][cH:40][cH:41][cH:42]4)=[O:45])[CH2:17][CH:18]3[CH2:19][CH:20]([CH2:22][O:23][S:24]([c:25]3[cH:26][cH:27][c:28]([CH3:29])[cH:30][cH:31]3)(=[O:32])=[O:33])[CH2:21]2)[cH:9][cH:10][cH:11][cH:12]1.[N-:2]=[N+:3]=[N-:4].[Na+:1].[OH2:52]>>[N:2](=[N+:3]=[N-:4])[CH2:22][CH:20]1[CH2:19][CH:18]2[CH:14]([C:13]([c:8]3[c:7]([O:6][CH3:5])[cH:12][cH:11][cH:10][cH:9]3)([OH:46])[CH2:21]1)[CH2:15][N:16]([C:34]([CH:35]([CH3:36])[c:37]1[c:38]([O:43][CH3:44])[cH:39][cH:40][cH:41][cH:42]1)=[O:45])[CH2:17]2. The reactants are O(C1=CC=CC=C1)C[C@@H](CO)O ((R)-3-phenoxy-1,2-propanediol), C([O-])(O)=O.[Na+] (sodium bicarbonate). Reagents/catalysts: [Pt]=O (Platinum oxide). Run in C(C)(=O)O (acetic acid), O (water). The product is O[C@H](C(=O)O)COC1=CC=CC=C1 ((S)-2-Hydroxy-3-phenoxypropanoic acid). Isolated yield 83.0%. RXN SMILES: [O:1]([CH2:8][C@H:9]([OH:12])[CH2:10][OH:11])[C:2]1[CH:7]=[CH:6][CH:5]=[CH:4][CH:3]=1.C(=O)(O)[O-:14].[Na+]>C(O)(=O)C.O.[Pt]=O>[OH:12][C@@H:9]([CH2:8][O:1][C:2]1[CH:7]=[CH:6][CH:5]=[CH:4][CH:3]=1)[C:10]([OH:14])=[O:11] |f:1.2|. Procedure details: Platinum oxide (1.0 g) in acetic acid (20 ml) was hydrogenated at 1 atmosphere for 1.5 h. The platinum was filtered off, washed with water and added to a solution of (R)-3-phenoxy-1,2-propanediol (1.0 g, 6 mmol) and sodium bicarbonate (0.5 g) in water (120 ml). Air was blown through the vigorously stirred mixture overnight. The mixture was filtered, the aqueous solution acidified with hydrochloric acid and extracted with ethyl acetate. The organic extracts were dried (Na2SO4) and the solvent eva... Reactants: N,N-dicyclohexylcarbodiimide, ice, O=C1SC2=C(N1CC(=O)O)C=CC=C2 (2-oxo-3-benzothiazolineacetic acid), ON1C(CCC1=O)=O (N-hydroxysuccinimide), CN(C=O)C (N,N-dimethylformamide). Procedure details: To an ice-cooled solution of 2-oxo-3-benzothiazolineacetic acid [J. Prakt. Chem. 27 (3-4), 220-4 (1965); 8.1 g] and N-hydroxysuccinimide (5.4 g) in N,N-dimethylformamide (50 ml) was gradually added N,N-dicyclohexylcarbodiimide (9.6 g), and the mixture was stirred for an hour at ambient temperature. The dicyclohexylurea that precipitated from the reaction mixture was filtered off. To a stirred solution of piperazine (16.7 g) in N,N-dimethylformamide (200 ml) was added dropwise the filtrate for a ... Product: N1(CCNCC1)C(=O)CN1C(SC2=C1C=CC=C2)=O (3-[(1-piperazinyl)carbonylmethyl]-2-benzothiazolinone). As a reaction SMILES: [O:1]=[C:2]1[N:6]([CH2:7][C:8]([OH:10])=O)[C:5]2[CH:11]=[CH:12][CH:13]=[CH:14][C:4]=2[S:3]1.O[N:16]1[C:20](=O)[CH2:19][CH2:18][C:17]1=O.C[N:24](C)C=O>>[N:16]1([C:8]([CH2:7][N:6]2[C:5]3[CH:11]=[CH:12][CH:13]=[CH:14][C:4]=3[S:3][C:2]2=[O:1])=[O:10])[CH2:20][CH2:19][NH:24][CH2:18][CH2:17]1. The reactants are Cl, CN(C(=O)N(C)C1CNCC1c1ccc(F)cc1)c1cc(C(F)(F)F)cc(C(F)(F)F)c1, O=C(O)c1ccc(N2CCOCC2)cc1. Product: CN(C(=O)N(C)C1CN(C(=O)c2ccc(N3CCOCC3)cc2)CC1c1ccc(F)cc1)c1cc(C(F)(F)F)cc(C(F)(F)F)c1. Reaction SMILES: [ClH:1].[F:2][C:3]([c:4]1[cH:5][c:6]([N:14]([C:15](=[O:16])[N:17]([CH3:18])[CH:19]2[CH2:20][NH:21][CH2:22][CH:23]2[c:24]2[cH:25][cH:26][c:27]([F:30])[cH:28][cH:29]2)[CH3:31])[cH:7][c:8]([C:10]([F:11])([F:12])[F:13])[cH:9]1)([F:32])[F:33].[O:34]1[CH2:35][CH2:36][N:37]([c:40]2[cH:41][cH:42][c:43]([C:44](=[O:45])[OH:46])[cH:47][cH:48]2)[CH2:38][CH2:39]1>>[F:2][C:3]([c:4]1[cH:5][c:6]([N:14]([C:15](=[O:16])[N:17]([CH3:18])[CH:19]2[CH2:20][N:21]([C:44]([c:43]3[cH:42][cH:41][c:40]([N:37]4[CH2:36][CH2:35][O:34][CH2:39][CH2:38]4)[cH:48][cH:47]3)=[O:45])[CH2:22][CH:23]2[c:24]2[cH:25][cH:26][c:27]([F:30])[cH:28][cH:29]2)[CH3:31])[cH:7][c:8]([C:10]([F:11])([F:12])[F:13])[cH:9]1)([F:32])[F:33].